Dataset: the Open Reaction Database (ORD), a public repository of structured organic reaction records. Task: describe an organic reaction: reactants, conditions, products, and yield Reactants: C(C)(C)(C)OC(=O)NC=1C(=NC(=CC1)C1=CC=CC=C1)CC(C(=O)OCC)N=C(C1=CC=CC=C1)C1=CC=CC=C1 (Ethyl 3-(3-(tert-butoxycarbonylamino)-6-phenylpyridin-2-yl)-2-(diphenylmethyleneamino)propanoate), C(CC(O)(C(=O)O)CC(=O)O)(=O)O (citric acid). Run in C1CCOC1 (THF), O (H2O). Run at time 1 hour. Product: NC(C(=O)OCC)CC1=NC(=CC=C1NC(=O)OC(C)(C)C)C1=CC=CC=C1 (Ethyl 2-amino-3-(3-(tert-butoxycarbonylamino)-6-phenylpyridin-2-yl)propanoate). Isolated yield 84.2%. RXN SMILES: [C:1]([O:5][C:6]([NH:8][C:9]1[C:10]([CH2:21][CH:22]([N:28]=C(C2C=CC=CC=2)C2C=CC=CC=2)[C:23]([O:25][CH2:26][CH3:27])=[O:24])=[N:11][C:12]([C:15]2[CH:20]=[CH:19][CH:18]=[CH:17][CH:16]=2)=[CH:13][CH:14]=1)=[O:7])([CH3:4])([CH3:3])[CH3:2].C(O)(=O)CC(CC(O)=O)(C(O)=O)O>C1COCC1.O>[NH2:28][CH:22]([CH2:21][C:10]1[C:9]([NH:8][C:6]([O:5][C:1]([CH3:4])([CH3:3])[CH3:2])=[O:7])=[CH:14][CH:13]=[C:12]([C:15]2[CH:16]=[CH:17][CH:18]=[CH:19][CH:20]=2)[N:11]=1)[C:23]([O:25][CH2:26][CH3:27])=[O:24]. Procedure: A solution of 1J (2.1 g, 3.82 mmol) in THF (30 mL) and H2O (30 mL) at RT was added citric acid (5 g). The reaction was stirred at RT for 1 h. After this time, no starting material was detected by LC-MS. The reaction mixture was extracted with Et2O (3×90 mL). The organic layers were combined and washed with 0.5 N citric acid (2×60 mL). The combined aqueous layers were basified to pH 8 by using 1 N NaOH (dropwise), and then extracted with Et2O (3×90 mL). The combined Et2O extracts were dried (Na2S... The reactants are Cl.FC=1C(=CC2=C(NC=3SC(=CC3C(=N2)N)C)C1)F (6,7-difluoro-2-methyl-4H-3-thia-4,9-diaza-benzo[f]azulen-10-ylamine hydrochloride), C(C)(C)N(C(C)C)CC (N,N-diisopropylethylamine), N1[C@H](CNCC1)CCO ((S)-2-piperazin-2-yl-ethanol). Run in CS(=O)C.C1(=CC=CC=C1)C (dimethylsulfoxide toluene), O (water), C(C)(=O)OCC (ethyl acetate). Conditions: temperature 120 celsius. Product: FC=1C(=CC2=C(NC=3SC(=CC3C(=N2)N2C[C@@H](NCC2)CCO)C)C1)F ((S)-2-[4-(6,7-Difluoro-2-methyl-4H-3-thia-4,9-diaza-benzo[f]azulen-10-yl)-piperazin-2-yl]-ethanol). Isolated yield 41.3%. RXN SMILES: Cl.[F:2][C:3]1[C:4]([F:19])=[CH:5][C:6]2[N:15]=[C:14]([NH2:16])[C:13]3[CH:12]=[C:11]([CH3:17])[S:10][C:9]=3[NH:8][C:7]=2[CH:18]=1.C(N(CC)C(C)C)(C)C.[NH:29]1[CH2:34][CH2:33]N[CH2:31][C@@H:30]1[CH2:35][CH2:36][OH:37]>CS(C)=O.C1(C)C=CC=CC=1.O.C(OCC)(=O)C>[F:2][C:3]1[C:4]([F:19])=[CH:5][C:6]2[N:15]=[C:14]([N:16]3[CH2:33][CH2:34][NH:29][C@@H:30]([CH2:35][CH2:36][OH:37])[CH2:31]3)[C:13]3[CH:12]=[C:11]([CH3:17])[S:10][C:9]=3[NH:8][C:7]=2[CH:18]=1 |f:0.1,4.5|. Procedure details: Dissolve 6,7-difluoro-2-methyl-4H-3-thia-4,9-diaza-benzo[f]azulen-10-ylamine hydrochloride (1.51, 4.99 mmol), N,N-diisopropylethylamine (0.91 mL, 5.24 mmol) and (S)-2-piperazin-2-yl-ethanol (1.3 g, 9.99 mmol) in dimethylsulfoxide/toluene (1:2)(18 ml), stir under nitrogen and heat in an oil bath at 120° C. for 72 hours. Dilute the mixture with water (20 mL) and ethyl acetate (40 mL), separate layers and extract the aqueous with ethyl acetate. Combine all ethyl acetate extracts and wash with water... Reactants: NC1=CN=NN1 (5-amino-1,2,3-triazole), C(C)(=O)C(C(=O)OC(C)C)=CC1=C(C=CC=C1)F (isopropyl α-acetyl-2-fluorocinnamate). Run in C(C)#N (acetonitrile). Product: FC1=C(C=CC=C1)C1C(=C(NC=2N1N=NC2)C)C(=O)OC(C)C (7-(2-fluorophenyl)-6-isopropoxycarbonyl-5-methyl-4,7-dihydro-1,2,3-triazolo[1,5-a]pyrimidine). Isolated yield 23.7%. Reaction SMILES: [NH2:1][C:2]1[NH:6][N:5]=[N:4][CH:3]=1.[C:7]([C:10](=[CH:17][C:18]1[CH:23]=[CH:22][CH:21]=[CH:20][C:19]=1[F:24])[C:11]([O:13][CH:14]([CH3:16])[CH3:15])=[O:12])(=O)[CH3:8]>C(#N)C>[F:24][C:19]1[CH:20]=[CH:21][CH:22]=[CH:23][C:18]=1[CH:17]1[N:6]2[N:5]=[N:4][CH:3]=[C:2]2[NH:1][C:7]([CH3:8])=[C:10]1[C:11]([O:13][CH:14]([CH3:16])[CH3:15])=[O:12]. Reported procedure: A mixture of 0.34 g of 5-amino-1,2,3-triazole and 1.0 g of isopropyl α-acetyl-2-fluorocinnamate in 10 ml of acetonitrile is refluxed under heating for 4 hours. The solvent is distilled off under reduced pressure and the residue is crystallized from a mixture of diisopropyl ether and dichloromethane. The resulting crystals are recrystallized from a mixture of methanol, diisopropyl ether and hexane to give 0.3 g of 7-(2-fluorophenyl)-6-isopropoxycarbonyl-5-methyl-4,7-dihydro-1,2,3-triazolo[1,5-a]p...